Dataset: the Open Reaction Database (ORD), a public repository of structured organic reaction records. Task: describe an organic reaction: reactants, conditions, products, and yield Product: CC(c1ccccc1)N1CC2(CF)CCC2(NC(=O)OC(C)(C)C)C1. Reactants: CC(c1ccccc1)N1CC2(CF)CCC2(NC(=O)OC(C)(C)C)C1=O, O=C([O-])C(O)C(O)C(=O)[O-], COCCO[AlH2-]OCCOC, CCOC(C)=O, Cc1ccccc1, [K+], [Na+], [Na+], O, O, O, O. RXN SMILES: [C:13]([CH3:14])([CH3:15])([CH3:16])[O:17][C:18](=[O:19])[NH:20][C:21]12[C:22](=[O:38])[N:23]([CH:30]([CH3:31])[c:32]3[cH:33][cH:34][cH:35][cH:36][cH:37]3)[CH2:24][C:25]1([CH2:28][F:29])[CH2:26][CH2:27]2.[C:43]([CH:44]([CH:45]([C:46]([O-:47])=[O:48])[OH:49])[OH:50])([O-:51])=[O:52].[CH3:2][O:3][CH2:4][CH2:5][O:6][AlH2-:7][O:8][CH2:9][CH2:10][O:11][CH3:12].[CH3:55][CH2:56][O:57][C:58](=[O:59])[CH3:60].[CH3:61][c:62]1[cH:63][cH:64][cH:65][cH:66][cH:67]1.[K+:54].[Na+:1].[Na+:53].[OH2:39].[OH2:40].[OH2:41].[OH2:42]>>[C:13]([CH3:14])([CH3:15])([CH3:16])[O:17][C:18](=[O:19])[NH:20][C:21]12[CH2:22][N:23]([CH:30]([CH3:31])[c:32]3[cH:33][cH:34][cH:35][cH:36][cH:37]3)[CH2:24][C:25]1([CH2:28][F:29])[CH2:26][CH2:27]2.